This data is from the Open Reaction Database (ORD), a public repository of structured organic reaction records. The task is: describe an organic reaction: reactants, conditions, products, and yield Reactants: CN(S(=O)(=O)N1N=C(C(=C1CCCCl)Br)C)C (4-bromo-5-(3-chloro-propyl)-3-methyl-pyrazole-1-sulfonic acid dimethylamide), Cl (HCl). Solvent: CO (MeOH). Reaction conditions: time 8 hour. Product: BrC=1C(=NNC1CCCCl)C (4-Bromo-5-(3-chloro-propyl)-3-methyl-1H-pyrazole). Yield: 91.1%. Reaction SMILES: CN(C)S([N:6]1[C:10]([CH2:11][CH2:12][CH2:13][Cl:14])=[C:9]([Br:15])[C:8]([CH3:16])=[N:7]1)(=O)=O.Cl>CO>[Br:15][C:9]1[C:8]([CH3:16])=[N:7][NH:6][C:10]=1[CH2:11][CH2:12][CH2:13][Cl:14]. Procedure details: To a solution of 4-bromo-5-(3-chloro-propyl)-3-methyl-pyrazole-1-sulfonic acid dimethylamide (3.85 g, 11.2 mmol) in MeOH (50 ml) at 0° C. was added 6 N HCl (50 mL). The reaction was warmed to room temperature and stirred overnight. The reaction was quenched by adding concentrated NH4OH until a pH of 8 was obtained. After concentrating to remove the MeOH, the remaining reaction solution was extracted with EtOAc and the organic layer was dried over Na2SO4, filtered and concentrated. The crude prod...